Dataset: the Open Reaction Database (ORD), a public repository of structured organic reaction records. Task: describe an organic reaction: reactants, conditions, products, and yield The reactants are COC(=O)CCCc1cc2c(=O)c(C#N)c[nH]c2s1, CN(C)C=O, O=P(Cl)(Cl)Cl. The product is COC(=O)CCCc1cc2c(Cl)c(C#N)cnc2s1. Reaction SMILES: [C:1](#[N:2])[c:3]1[c:4](=[O:19])[c:5]2[c:6]([nH:7][cH:8]1)[s:9][c:10]([CH2:12][CH2:13][CH2:14][C:15](=[O:16])[O:17][CH3:18])[cH:11]2.[CH3:20][N:21]([CH3:22])[CH:23]=[O:24].[P:25]([Cl:26])([Cl:27])([Cl:28])=[O:29]>>[C:1](#[N:2])[c:3]1[c:4]([Cl:27])[c:5]2[c:6]([n:7][cH:8]1)[s:9][c:10]([CH2:12][CH2:13][CH2:14][C:15](=[O:16])[O:17][CH3:18])[cH:11]2. Isolated yield 45.4%. RXN SMILES: [Br:1][C:2]1[CH:3]=[C:4]2[CH2:16][CH2:15][CH:14]([CH2:17][C:18](O)=[O:19])[N:6]3[C:7](=[O:13])[C:8](=[O:12])[NH:9][C:10]([CH:11]=1)=[C:5]23.[Cl:21][C:22]1[CH:23]=[C:24]([CH:26]=[CH:27][C:28]=1[C:29]([O:31][CH3:32])=[O:30])[NH2:25]>>[Br:1][C:2]1[CH:3]=[C:4]2[CH2:16][CH2:15][CH:14]([CH2:17][C:18](=[O:19])[NH:25][C:24]3[CH:26]=[CH:27][C:28]([C:29]([O:31][CH3:32])=[O:30])=[C:22]([Cl:21])[CH:23]=3)[N:6]3[C:7](=[O:13])[C:8](=[O:12])[NH:9][C:10]([CH:11]=1)=[C:5]23. Procedure: A procedure similar to that described in Example 52 was carried out with 9-bromo-5-carboxymethyl-6,7-dihydro-1H, 5H-pyrido[1,2,3-de]quinoxaline-2,3-dione (340 mg, 1 mmol) and m-chloro-p-methoxycarbonylaniline (200 mg, 1.08 mmol) to give 230 mg of the title compound (45%): mp 167° C. (dec); 1H NMR (270 MHz, DMSO-d6) δ12.04 (bs, 1H), 10.48 (s, 1H), 7.89 (d, 1H, J=2 Hz), 7.86 (d, 2H, J=8.6 Hz), 7.53 (dd, 1H, J=8.6, 2 Hz), 7.24 (d, 1H, J=2 Hz), 7.17 (d, 1H, J=2 Hz), 5.17~5.26 (m, 1H), 3.83 (s, 3H), ... Product: BrC=1C=C2C=3N(C(C(NC3C1)=O)=O)C(CC2)CC(NC2=CC(=C(C=C2)C(=O)OC)Cl)=O (9-Bromo-5-(p-methoxycarbonyl-m-chlorophenylcarbamoylmethyl)-6,7-dihydro-1H, 5H-pyrido[1,2,3-de]quinoxaline-2,3-dione). Starting materials: BrC=1C=C2C=3N(C(C(NC3C1)=O)=O)C(CC2)CC(=O)O (9-bromo-5-carboxymethyl-6,7-dihydro-1H, 5H-pyrido[1,2,3-de]quinoxaline-2,3-dione), ClC=1C=C(N)C=CC1C(=O)OC (m-chloro-p-methoxycarbonylaniline). Reactants: O1C(=CC=C1)C=NCCC(=O)OCC (Ethyl 3-[(furan-2-ylmethylene)amino]propionate), [BH4-].[Na+] (sodium borohydride). Run in C(C)O (ethanol). Conditions: time 8 hour. The product is O1C(=CC=C1)CNCCC(=O)OCC (Ethyl 3-[(furan-2-ylmethyl)amino]propanoate). Yield: 55.7%. RXN SMILES: [O:1]1[CH:5]=[CH:4][CH:3]=[C:2]1[CH:6]=[N:7][CH2:8][CH2:9][C:10]([O:12][CH2:13][CH3:14])=[O:11].[BH4-].[Na+]>C(O)C>[O:1]1[CH:5]=[CH:4][CH:3]=[C:2]1[CH2:6][NH:7][CH2:8][CH2:9][C:10]([O:12][CH2:13][CH3:14])=[O:11] |f:1.2|. Procedure details: Ethyl 3-[(furan-2-ylmethylene)amino]propionate (19.2 g) prepared in the step 1 was dissolved in 200 mL of dry ethanol, 4.46 g of sodium borohydride was slowly added thereto little by little at room temperature and the mixture was stirred overnight at room temperature. The solvent was evaporated in vacuo from the reaction and the residue was poured over 300 mL of 10% aqueous solution of acetic acid. The resulting aqueous solution was washed with diethyl ether, neutralized with 10% aqueous ammonia... Starting materials: Brc1cnc2[nH]ccc2n1, CC[Al+]CC, C=CCC(C)(C)C(=O)Cl, [Cl-], ClCCl, [Na+], O=C([O-])O. Product: C=CCC(C)(C)C(=O)c1c[nH]c2ncc(Br)nc12. As a reaction SMILES: [Br:7][c:8]1[n:9][c:10]2[c:11]([n:12][cH:13]1)[nH:14][cH:15][cH:16]2.[CH2:2]([Al+:3][CH2:4][CH3:5])[CH3:6].[CH3:17][C:18]([C:19](=[O:20])[Cl:21])([CH2:22][CH:23]=[CH2:24])[CH3:25].[Cl-:1].[Cl:31][CH2:32][Cl:33].[Na+:30].[O-:26][C:27]([OH:28])=[O:29]>>[Br:7][c:8]1[n:9][c:10]2[c:11]([n:12][cH:13]1)[nH:14][cH:15][c:16]2[C:19]([C:18]([CH3:17])([CH2:22][CH:23]=[CH2:24])[CH3:25])=[O:20]. The reactants are CON=CC1=CC(=C(C=C1)OCCN1CCCC1)O (3-Hydroxy-4-(2-pyrrolidin-1-yl-ethoxy)-benzaldehyde O-methyl-oxime), Cl (hydrogen chloride). Reagents/catalysts: [Pd] (Pd/C). Solvent: C(C)O (ethanol). Run at time 3 hour. Yields the product NCC=1C=CC(=C(C1)O)OCCN1CCCC1 (5-Aminomethyl-2-(2-pyrrolidin-1-yl-ethoxy)-phenol). Isolated yield 105.8%. RXN SMILES: CO[N:3]=[CH:4][C:5]1[CH:10]=[CH:9][C:8]([O:11][CH2:12][CH2:13][N:14]2[CH2:18][CH2:17][CH2:16][CH2:15]2)=[C:7]([OH:19])[CH:6]=1.Cl>C(O)C.[Pd]>[NH2:3][CH2:4][C:5]1[CH:10]=[CH:9][C:8]([O:11][CH2:12][CH2:13][N:14]2[CH2:18][CH2:17][CH2:16][CH2:15]2)=[C:7]([OH:19])[CH:6]=1. Procedure: An amount of 3-Hydroxy-4-(2-pyrrolidin-1-yl-ethoxy)-benzaldehyde O-methyl-oxime (50 mg, 0.18 mmol) is dissolved in ethanol (10 mL). Then hydrogen chloride (0.130 mL) is added, followed by 10% Pd/C (5.0 mg). After hydrogenation at 35 psi for 3 h, the solution is filtered through Celite and evaporated to dryness. The residue is recrystallized from ethyl acetate to give 45 mg of crude product as a white solid. MS (ESI) m/z 283.1 (M+1) The reactants are [Pt+2] (platinum(II)), ClC=1C(C(=C(C(C1Cl)=O)C#N)C#N)=O (2,3-dichloro-5,6-dicyano-1,4-benzoquinone), C1(=CC=CC=C1)C (toluene). Solvent: CO (methanol), C(Cl)(Cl)Cl (chloroform). Product: C1(=CC=CC=C1)C=1C=2C3=C(C(=C(C4=C5C(=C(C(=C6C7=C(C(C(=C8C9=C(C1N8)C=CC=C9)C9=CC=CC=C9)=N6)C=CC=C7)C7=CC=CC=C7)N4)C=CC=C5)C5=CC=CC=C5)N2)C=CC=C3.[Pt+] (platinum(I) tetraphenyltetrabenzoporphyrin). Isolated yield 71.0%. Reaction SMILES: [Pt+2:1].Cl[C:3]1[C:4](=O)[C:5]([C:13]#[N:14])=[C:6]([C:11]#N)[C:7](=O)[C:8]=1Cl.[C:16]1([CH3:22])[CH:21]=[CH:20][CH:19]=[CH:18][CH:17]=1>CO.C(Cl)(Cl)Cl>[C:16]1([C:22]2[C:13]3[C:5]4[CH:4]=[CH:3][CH:8]=[CH:7][C:6]=4[C:11]([N:14]=3)=[C:13]([C:5]3[CH:6]=[CH:7][CH:8]=[CH:3][CH:4]=3)[C:11]3[NH:14][C:13]([C:22]([C:16]4[CH:21]=[CH:20][CH:19]=[CH:18][CH:17]=4)=[C:11]4[N:14]=[C:13]([C:22]([C:16]5[CH:21]=[CH:20][CH:19]=[CH:18][CH:17]=5)=[C:11]5[NH:14][C:13]=2[C:5]2[CH:4]=[CH:3][CH:8]=[CH:7][C:6]5=2)[C:5]2[CH:4]=[CH:3][CH:8]=[CH:7][C:6]4=2)=[C:5]2[CH:4]=[CH:3][CH:8]=[CH:7][C:6]=32)[CH:21]=[CH:20][CH:19]=[CH:18][CH:17]=1.[Pt+:1] |f:5.6|. Procedure: 2.0 g (2 mmol) of platinum(II) tetraphenylcyclohexenoporphyrin according to Example B2 are mixed with 4.5 g (20 mmol) of 2,3-dichloro-5,6-dicyano-1,4-benzoquinone and 400 ml of toluene, and the mixture is heated at reflux for one hour. After cooling, the reaction mixture is taken up in methanol and filtered. There are obtained 1.8 g of crude product, which is dissolved in chloroform and then subjected to flash chromatography on silica gel. The green eluates are combined and the chloroform is rem...